Task: describe an organic reaction: reactants, conditions, products, and yield. Dataset: the Open Reaction Database (ORD), a public repository of structured organic reaction records Starting materials: CS(=O)(=O)N1N=C(C=C1C)NC=1N=C(C2=CC=C(C=C2C1)OC)COS(=O)(=O)C (Methanesulfonic acid 3-(1-methanesulfonyl-5-methyl-1H-pyrazol-3-ylamino)-6-methoxy-isoquinolin-1-ylmethyl ester), O1C(NCC1)=O (Oxazolidin-2-one). Yields the product COC=1C=C2C=C(N=C(C2=CC1)CN1C(OCC1)=O)NC1=NNC(=C1)C (3-[6-Methoxy-3-(5-methyl-1H-pyrazol-3-ylamino)-isoquinolin-1-ylmethyl]-oxazolidin-2-one). As a reaction SMILES: CS([N:5]1[C:9]([CH3:10])=[CH:8][C:7]([NH:11][C:12]2[N:13]=[C:14]([CH2:24]OS(C)(=O)=O)[C:15]3[C:20]([CH:21]=2)=[CH:19][C:18]([O:22][CH3:23])=[CH:17][CH:16]=3)=[N:6]1)(=O)=O.[O:30]1[CH2:34][CH2:33][NH:32][C:31]1=[O:35]>>[CH3:23][O:22][C:18]1[CH:19]=[C:20]2[C:15](=[CH:16][CH:17]=1)[C:14]([CH2:24][N:32]1[CH2:33][CH2:34][O:30][C:31]1=[O:35])=[N:13][C:12]([NH:11][C:7]1[CH:8]=[C:9]([CH3:10])[NH:5][N:6]=1)=[CH:21]2. Procedure details: Similar procedure as described in the example 369d was used, starting from Methanesulfonic acid 3-(1-methanesulfonyl-5-methyl-1H-pyrazol-3-ylamino)-6-methoxy-isoquinolin-1-ylmethyl ester and Oxazolidin-2-one to give 5 mg of 3-[6-Methoxy-3-(5-methyl-1H-pyrazol-3-ylamino)-isoquinolin-1-ylmethyl]-oxazolidin-2-one as a yellow solid. LC-MS m/e 354 (MH+). The reactants are O=C1SC=C(S1)C(C(=O)OCC)=NOC (ethyl 2-(2-oxo-1,3-dithiol-4-yl)-2-methoxyiminoacetate), C([O-])([O-])=O.[Na+].[Na+] (sodium carbonate). Solvent: C(C)O (ethanol), O (water). Run at time 3 hour. The product is O=C1SC=C(S1)C(C(=O)O)=NOC (2-(2-oxo-1,3-dithiol-4-yl)-2-methoxyiminoacetic acid). Isolated yield 49.8%. As a reaction SMILES: [O:1]=[C:2]1[S:6][C:5]([C:7](=[N:13][O:14][CH3:15])[C:8]([O:10]CC)=[O:9])=[CH:4][S:3]1.C(=O)([O-])[O-].[Na+].[Na+]>C(O)C.O>[O:1]=[C:2]1[S:6][C:5]([C:7](=[N:13][O:14][CH3:15])[C:8]([OH:10])=[O:9])=[CH:4][S:3]1 |f:1.2.3|. Reported procedure: To a solution of thus obtained ethyl 2-(2-oxo-1,3-dithiol-4-yl)-2-methoxyiminoacetate (anti isomer, 1.7 g.) in ethanol (20 ml.) was added dropwise a solution of sodium carbonate 10 hydrate (2.2 g.) in water (10 ml.) and the mixture was stirred at room temperature for 3 hours. After removing ethanol from the resultant solution in vacuo, the residue was acidified with hydrochloric acid and extracted with diethyl ether. The extract was washed with a saturated aqueous solution of sodium chloride, dr... Reactants: N#CCc1ccc(Cl)cc1, O, O=Cc1ccc[nH]1. Yields the product N#CC(=Cc1ccc[nH]1)c1ccc(Cl)cc1. RXN SMILES: [Cl:8][c:9]1[cH:10][cH:11][c:12]([CH2:13][C:14]#[N:15])[cH:16][cH:17]1.[OH2:18].[nH:1]1[c:2]([CH:6]=[O:7])[cH:3][cH:4][cH:5]1>>[nH:1]1[c:2]([CH:6]=[C:13]([c:12]2[cH:11][cH:10][c:9]([Cl:8])[cH:17][cH:16]2)[C:14]#[N:15])[cH:3][cH:4][cH:5]1. Starting materials: [Br-], C1CCOC1, C[Mg+], CNc1nc(SC)ncc1C=O. Yields the product CNc1nc(SC)ncc1C(C)O. RXN SMILES: [Br-:13].[CH2:16]1[O:17][CH2:18][CH2:19][CH2:20]1.[CH3:14][Mg+:15].[CH3:1][NH:2][c:3]1[n:4][c:5]([S:11][CH3:12])[n:6][cH:7][c:8]1[CH:9]=[O:10]>>[CH3:1][NH:2][c:3]1[n:4][c:5]([S:11][CH3:12])[n:6][cH:7][c:8]1[CH:9]([OH:10])[CH3:14]. Reactants: C(C1=CC=CC=C1)N1[C@@H](CCC1)CO ((S)-(1-benzyl-pyrrolidin-2-yl)-methanol), [H-].[Na+] (sodium hydride), CS(=O)(=O)OCC(F)(F)F (2,2,2-trifluoroethyl methanesulfonate). Run in C1CCOC1 (THF). Conditions: time 20 minute. The product is C(C1=CC=CC=C1)N1[C@@H](CCC1)COCC(F)(F)F ((S)-1-Benzyl-2-(2,2,2-trifluoro-ethoxymethyl)-pyrrolidine). Yield: 49.4%. Reaction SMILES: [H-].[Na+].[CH2:3]([N:10]1[CH2:14][CH2:13][CH2:12][C@H:11]1[CH2:15][OH:16])[C:4]1[CH:9]=[CH:8][CH:7]=[CH:6][CH:5]=1.CS(O[CH2:22][C:23]([F:26])([F:25])[F:24])(=O)=O>C1COCC1>[CH2:3]([N:10]1[CH2:14][CH2:13][CH2:12][C@H:11]1[CH2:15][O:16][CH2:22][C:23]([F:26])([F:25])[F:24])[C:4]1[CH:9]=[CH:8][CH:7]=[CH:6][CH:5]=1 |f:0.1|. Procedure details: To a suspension of sodium hydride (60% in mineral oil, 0.314 g, 7.84 mmol) in THF (20 mL) was added (S)-(1-benzyl-pyrrolidin-2-yl)-methanol (1.0 g, 5.23 mmol) and the reaction mixture was stirred at room temperature for 20 min. Then, 2,2,2-trifluoroethyl methanesulfonate (1.4 g, 7.84 mmol) was added and stirring was continued at room temperature over night. The reaction mixture was quenched with H2O (10 mL) and extracted with EtOAc (2×50 mL). Combined organics were dried over Na2SO4, filtered an... The reactants are C(C)(C)NC(C)C (diisopropylamine), solution, C(CCC)[Li] (butyllithium), C=O (Formaldehyde), ClC1=CC=C(C=C1)C1(CCC1)C(C#N)N(C)C (2-[1-(4-chlorophenyl)cyclobutyl]-2-dimethylaminoacetonitrile), C(C)(C)[N-]C(C)C.[Li+] (lithium diisopropylamide), [BH4-].[Na+] (sodium borohydride), C=O (paraformaldehyde). The solvent is O1CCCC1 (tetrahydrofuran), CCCCCC (hexane), Cl (hydrochloric acid), O1CCCC1 (tetrahydrofuran), O (water), Cl (hydrochloric acid), O (water), CO (Methanol). Conditions: time 3 day. Yields the product Cl.ClC1=CC=C(C=C1)C1(CCC1)C(CO)N(C)C (2-[1-(4-chlorophenyl)cyclobutyl]-2-dimethylaminoethanol hydrochloride). As a reaction SMILES: [Cl:1][C:2]1[CH:7]=[CH:6][C:5]([C:8]2([CH:12]([N:15]([CH3:17])[CH3:16])[C:13]#N)[CH2:11][CH2:10][CH2:9]2)=[CH:4][CH:3]=1.C([N-]C(C)C)(C)C.[Li+].C(NC(C)C)(C)C.C([Li])CCC.C=[O:39].[BH4-].[Na+]>O1CCCC1.CCCCCC.Cl.O.CO>[ClH:1].[Cl:1][C:2]1[CH:7]=[CH:6][C:5]([C:8]2([CH:12]([N:15]([CH3:17])[CH3:16])[CH2:13][OH:39])[CH2:11][CH2:10][CH2:9]2)=[CH:4][CH:3]=1 |f:1.2,6.7,13.14|. Reported procedure: A solution of 2-[1-(4-chlorophenyl)cyclobutyl]-2-dimethylaminoacetonitrile (4.7 g prepared as described in Example A) in dry tetrahydrofuran (20 ml) was added at -20° C. to lithium diisopropylamide [prepared by adding a solution of diisopropylamine (2.02 g) in dry tetrahydrofuran (30 ml) to a 2.7M solution of butyllithium in hexane (7.5 ml) at -10° C⟧ Formaldehyde vapour produced by heating paraformaldehyde to 180° C. was passed into the resulting solution at -50° C. until the colour changed fro... The reactants are C(CCC)[Li] (n-butyllithium), ClC1=C(C=CC(=C1)SC)C#C ([2-chloro-4-(methylsulphenyl)phenyl]acetylene), [Cl-].[Na+] (sodium chloride), C1(CC1)C(=O)Cl (cyclopropanecarbonyl chloride). The solvent is CCCCCC (hexane), C1CCOC1 (THF). Run at time 5 minute. Yields the product ClC1=C(C=CC(=C1)SC)C#CC(=O)C1CC1 (1-[2-chloro-4-(methylsulphenyl)phenyl]-3-cyclopropylprop-1-yn-3-one). As a reaction SMILES: C([Li])CCC.[Cl:6][C:7]1[CH:12]=[C:11]([S:13][CH3:14])[CH:10]=[CH:9][C:8]=1[C:15]#[CH:16].[CH:17]1([C:20](Cl)=[O:21])[CH2:19][CH2:18]1.[Cl-].[Na+]>CCCCCC.C1COCC1>[Cl:6][C:7]1[CH:12]=[C:11]([S:13][CH3:14])[CH:10]=[CH:9][C:8]=1[C:15]#[C:16][C:20]([CH:17]1[CH2:19][CH2:18]1)=[O:21] |f:3.4|. Procedure details: A solution of n-butyllithium in hexane (4.4 ml) was added to a stirred solution of [2-chloro-4-(methylsulphenyl)phenyl]acetylene (2.0 g) in THF while maintaining the temperature below -70° C. The mixture was stirred for 5 minutes and cyclopropanecarbonyl chloride (2.4 g) was added. The mixture was warmed to room temperature and poured onto aqueous sodium chloride solution. The aqueous layer was extracted with ether and combined organic layers dried (MgSO4) and filtered. The filtrate was evaporat... Reactants: ClCC#N (Chloroacetonitrile), CCN(C(C)C)C(C)C (DIPEA), C(=O)(OC(C)(C)C)N[C@@H](CC1=CC=C(C=C1)C(C1=CC=CC=C1)=O)C(=O)O (Boc-p-benzoylphenylalanine). Run at time 18 hour. Yields the product C(C1=CC=CC=C1)(=O)C1=CC=C(C=C1)C[C@@H](C(=O)OCC#N)NC(=O)OC(C)(C)C ((S)-cyanomethyl 3-(4-benzoylphenyl)-2-((tert-butoxycarbonyl)amino)propanoate). Yield: 93.0%. RXN SMILES: Cl[CH2:2][C:3]#[N:4].CCN(C(C)C)C(C)C.[C:14]([NH:21][C@H:22]([C:38]([OH:40])=[O:39])[CH2:23][C:24]1[CH:29]=[CH:28][C:27]([C:30](=[O:37])[C:31]2[CH:36]=[CH:35][CH:34]=[CH:33][CH:32]=2)=[CH:26][CH:25]=1)([O:16][C:17]([CH3:20])([CH3:19])[CH3:18])=[O:15]>>[C:30]([C:27]1[CH:28]=[CH:29][C:24]([CH2:23][C@H:22]([NH:21][C:14]([O:16][C:17]([CH3:20])([CH3:19])[CH3:18])=[O:15])[C:38]([O:40][CH2:2][C:3]#[N:4])=[O:39])=[CH:25][CH:26]=1)(=[O:37])[C:31]1[CH:32]=[CH:33][CH:34]=[CH:35][CH:36]=1. Reported procedure: Chloroacetonitrile (1 mL) and DIPEA (20 mg, 34 μL, 0.21 mmol) were added to Boc-p-benzoylphenylalanine (61 mg, 0.19 mmol). The reaction was stirred for 18 h, then concentrated under reduced pressure. SiO2 flash chromatography (40% ethyl acetate in hexanes) afforded 70 mg of a pale yellow oil in 93% yield. Rf 0.5 in 50% ethyl acetate in hexanes. 1H NMR (500 MHz, CDCl3) δ 7.79 (dd, J=7.1, 4.9 Hz, 4H), 7.59 (t, J=7.6 Hz, 1H), 7.48 (t, J=7.6 Hz, 2H), 7.29 (d, J=8.0 Hz, 2H), 5.00 (d, J=7.4 Hz, 1H), 4... Reactants: CS(C)=O, C[S+](C)(C)=O, O=C(COC1CCCCO1)c1ccc(Cl)cc1, [H-], [I-], [Na+], O. Yields the product Clc1ccc(C2(COC3CCCCO3)CO2)cc1. RXN SMILES: [CH3:27][S:28]([CH3:29])=[O:30].[CH3:4][S+:5]([CH3:6])([CH3:7])=[O:8].[Cl:9][c:10]1[cH:11][cH:12][c:13]([C:16]([CH2:17][O:18][CH:19]2[O:20][CH2:21][CH2:22][CH2:23][CH2:24]2)=[O:25])[cH:14][cH:15]1.[H-:1].[I-:3].[Na+:2].[OH2:26]>>[CH2:4]1[C:16]([c:13]2[cH:12][cH:11][c:10]([Cl:9])[cH:15][cH:14]2)([CH2:17][O:18][CH:19]2[O:20][CH2:21][CH2:22][CH2:23][CH2:24]2)[O:25]1.